From a dataset of the Open Reaction Database (ORD), a public repository of structured organic reaction records. describe an organic reaction: reactants, conditions, products, and yield The reactants are C(Cl)Cl (methylene chloride), C1(CC1)NC(C1=CC(=C(C=C1)C)N1C2=NC=NC(=C2N=C1)C1=CC=C(C=C1)C(=O)NN)=O (N-Cyclopropyl-3-[6-(4-hydrazinocarbonyl-phenyl)-purin-9-yl]-4-methyl-benzamide). Reagents/catalysts: C(C)(=O)O (acetic acid). Run in hexanes, C(OC)(OC)OC (trimethyl orthoformate). Reaction conditions: temperature 120 celsius, time 10 minute. Product: C1(CC1)NC(C1=CC(=C(C=C1)C)N1C2=NC=NC(=C2N=C1)C1=CC=C(C=C1)C=1OC=NN1)=O (N-Cyclopropyl-4-methyl-3-[6-(4-[1,3,4]oxadiazol-2-yl-phenyl)-purin-9-yl]-benzamide). Isolated yield 73.0%. RXN SMILES: [CH:1]1([NH:4][C:5](=[O:32])[C:6]2[CH:11]=[CH:10][C:9]([CH3:12])=[C:8]([N:13]3[CH:21]=[N:20][C:19]4[C:14]3=[N:15][CH:16]=[N:17][C:18]=4[C:22]3[CH:27]=[CH:26][C:25]([C:28]([NH:30][NH2:31])=[O:29])=[CH:24][CH:23]=3)[CH:7]=2)[CH2:3][CH2:2]1.[CH2:33](Cl)Cl>C(OC)(OC)OC.C(O)(=O)C>[CH:1]1([NH:4][C:5](=[O:32])[C:6]2[CH:11]=[CH:10][C:9]([CH3:12])=[C:8]([N:13]3[CH:21]=[N:20][C:19]4[C:14]3=[N:15][CH:16]=[N:17][C:18]=4[C:22]3[CH:27]=[CH:26][C:25]([C:28]4[O:29][CH:33]=[N:31][N:30]=4)=[CH:24][CH:23]=3)[CH:7]=2)[CH2:3][CH2:2]1. Procedure: To a solution of N-Cyclopropyl-3-[6-(4-hydrazinocarbonyl-phenyl)-purin-9-yl]-4-methyl-benzamide (8.0 mg, 0.019 mmol) in 0.5 mL of trimethyl orthoformate was added three drop of acetic acid. The reaction mixture was stirred at 120° C. in microwave for 10 minutes. Then 0.5 mL of methylene chloride and 3 mL of hexanes were added. The product was collected by filtration to give a colorless solid (6.0 mg, 73%). HPLC tR=2.12 min; MS m/z 438 [M+H]+. Reactants: C(C)(C)C1NCCNC1 (2-isopropyl-piperazine), BrC1=CC=C(CBr)C=C1 (4-bromobenzylbromide). Run in C(C)#N (acetonitrile), C(C)#N (acetonitrile). Reaction conditions: temperature 0 celsius, time 2 hour. Yields the product BrC1=CC=C(CN2CC(NCC2)C(C)C)C=C1 (1-(4-bromo-benzyl)-3-isopropyl-piperazine). Reaction SMILES: [CH:1]([CH:4]1[CH2:9][NH:8][CH2:7][CH2:6][NH:5]1)([CH3:3])[CH3:2].[Br:10][C:11]1[CH:18]=[CH:17][C:14]([CH2:15]Br)=[CH:13][CH:12]=1>C(#N)C>[Br:10][C:11]1[CH:18]=[CH:17][C:14]([CH2:15][N:8]2[CH2:7][CH2:6][NH:5][CH:4]([CH:1]([CH3:3])[CH3:2])[CH2:9]2)=[CH:13][CH:12]=1. Procedure: 0.7 g of 2-isopropyl-piperazine could be dissolved in acetonitrile and cooled to 0° C. A solution of 0.5 quiv. 4-bromobenzylbromide in acetonitrile could be added dropwise over 1 h. The reaction would be stirred at room temperature for 2 h. The reaction mixture could be concentrated and the residue could be purified by column chromatography (silica, eluent dichloromethane, 0-5% methanol, 0-0.5% dimethylethylamine) to afford 1-(4-bromo-benzyl)-3-isopropyl-piperazine. The reactants are BrCCCCOC=1C=C2CCC(NC2=CC1)=O (6-(4-bromo-butoxy)-3,4-dihydro-carbostyril), FC1=CC=C(C=C1)S (4-fluorothiophenol). Yields the product FC1=CC=C(C=C1)SCCCCOC=1C=C2CCC(NC2=CC1)=O (6-[4-(4-Fluorophenyl-mercapto)-butoxy]-3,4-dihydro-carbostyril). As a reaction SMILES: Br[CH2:2][CH2:3][CH2:4][CH2:5][O:6][C:7]1[CH:8]=[C:9]2[C:14](=[CH:15][CH:16]=1)[NH:13][C:12](=[O:17])[CH2:11][CH2:10]2.[F:18][C:19]1[CH:24]=[CH:23][C:22]([SH:25])=[CH:21][CH:20]=1>>[F:18][C:19]1[CH:24]=[CH:23][C:22]([S:25][CH2:2][CH2:3][CH2:4][CH2:5][O:6][C:7]2[CH:8]=[C:9]3[C:14](=[CH:15][CH:16]=2)[NH:13][C:12](=[O:17])[CH2:11][CH2:10]3)=[CH:21][CH:20]=1. Procedure details: Prepared analogous to Example 1 from 6-(4-bromo-butoxy)-3,4-dihydro-carbostyril (m.p. 142°-147° C.) and 4-fluorothiophenol. Reactants: CC(C)(C)OC(=O)N1CCC(CCI)CC1, CCOC(C)=O, CN(C)C=O, COC(=O)c1ccc(O)cc1. The product is COC(=O)c1ccc(OCCC2CCN(C(=O)OC(C)(C)C)CC2)cc1. As a reaction SMILES: [C:12](=[O:13])([O:14][C:15]([CH3:16])([CH3:17])[CH3:18])[N:19]1[CH2:20][CH2:21][CH:22]([CH2:25][CH2:26][I:27])[CH2:23][CH2:24]1.[CH3:33][CH2:34][O:35][C:36]([CH3:37])=[O:38].[O:28]=[CH:29][N:30]([CH3:31])[CH3:32].[OH:1][c:2]1[cH:3][cH:4][c:5]([C:6](=[O:7])[O:8][CH3:9])[cH:10][cH:11]1>>[O:1]([c:2]1[cH:3][cH:4][c:5]([C:6](=[O:7])[O:8][CH3:9])[cH:10][cH:11]1)[CH2:26][CH2:25][CH:22]1[CH2:21][CH2:20][N:19]([C:12](=[O:13])[O:14][C:15]([CH3:16])([CH3:17])[CH3:18])[CH2:24][CH2:23]1. Starting materials: C(C1=CC=CC=C1)C(CO)(CCCC)O (2(R,S)-benzyl-1,2-hexanediol), [H][H] (hydrogen), Rh alumina. The solvent is CO (methanol). Product: C1(CCCCC1)CC(CO)(CCCC)O (2(R,S)-cyclohexylmethyl-1,2-hexanediol). The yield is 91.7%. RXN SMILES: [CH2:1]([C:8]([OH:15])([CH2:11][CH2:12][CH2:13][CH3:14])[CH2:9][OH:10])[C:2]1[CH:7]=[CH:6][CH:5]=[CH:4][CH:3]=1.[H][H]>CO>[CH:2]1([CH2:1][C:8]([OH:15])([CH2:11][CH2:12][CH2:13][CH3:14])[CH2:9][OH:10])[CH2:7][CH2:6][CH2:5][CH2:4][CH2:3]1. Procedure details: A solution of the product from Example 19B (1.07 g, 5.19 mmol) was reduced using hydrogen gas at 4 atm in the presence of Rh/alumina in methanol to provide 1.02 g (92%) of the title compound. Reactants: C1(CC1)N(C(OC(C)(C)C)=O)C1=CC(=NC=2N1N=CC2C=O)C2=CSC(=C2)CO (Tert-butyl cyclopropyl(3-formyl-5-(5-(hydroxymethyl)thiophen-3-yl)pyrazolo[1,5-a]pyrimidine-7-yl)carbamate), FC(C(=O)O)(F)F (trifluoroacetic acid). Solvent: ClCCl (dichloromethane). Conditions: time 1 hour. Yields the product FC(C(=O)O)(F)F.C1(CC1)NC1=CC(=NC=2N1N=CC2C=O)C2=CSC(=C2)CO (7-(cyclopropylamino)-5-(5-(hydroxymethyl)thiophen-3-yl)pyrazolo[1,5-a]pyrimidine-3-carbaldehyde 2,2,2-trifluoroacetate). Yield: 23.0%. As a reaction SMILES: [CH:1]1([N:4]([C:12]2[N:17]3[N:18]=[CH:19][C:20]([CH:21]=[O:22])=[C:16]3[N:15]=[C:14]([C:23]3[CH:27]=[C:26]([CH2:28][OH:29])[S:25][CH:24]=3)[CH:13]=2)C(=O)OC(C)(C)C)[CH2:3][CH2:2]1.[F:30][C:31]([F:36])([F:35])[C:32]([OH:34])=[O:33]>ClCCl>[F:30][C:31]([F:36])([F:35])[C:32]([OH:34])=[O:33].[CH:1]1([NH:4][C:12]2[N:17]3[N:18]=[CH:19][C:20]([CH:21]=[O:22])=[C:16]3[N:15]=[C:14]([C:23]3[CH:27]=[C:26]([CH2:28][OH:29])[S:25][CH:24]=3)[CH:13]=2)[CH2:3][CH2:2]1 |f:3.4|. Procedure details: Tert-butyl cyclopropyl(3-formyl-5-(5-(hydroxymethyl)thiophen-3-yl)pyrazolo[1,5-a]pyrimidine-7-yl)carbamate (20 mg, 0.05 mmol) was dissolved in dichloromethane (0.5 mL) and trifluoroacetic acid (0.5 mL). After 1 h, the solution was concentrated under a stream of air. The residue was purified via preparative HPLC to furnish 7-(cyclopropylamino)-5-(5-(hydroxymethyl)thiophen-3-yl)pyrazolo[1,5-a]pyrimidine-3-carbaldehyde 2,2,2-trifluoroacetate (4.8 mg, 23%). Yields the product CCCCCCCCN=CN(C)C. RXN SMILES: [CH2:13]([CH2:14][CH2:15][CH2:16][CH2:17][CH2:18][CH2:19][CH3:20])[NH2:21].[CH3:1][N:2]([CH:3]=[O:4])[CH3:5].[CH3:24][c:25]1[cH:26][cH:27][cH:28][cH:29][cH:30]1.[CH3:6][O:7][S:8]([O:9][CH3:10])(=[O:11])=[O:12].[Na+:23].[OH-:22].[OH2:31]>>[CH3:1][N:2]([CH:3]=[N:21][CH2:13][CH2:14][CH2:15][CH2:16][CH2:17][CH2:18][CH2:19][CH3:20])[CH3:5]. The reactants are CCCCCCCCN, CN(C)C=O, Cc1ccccc1, COS(=O)(=O)OC, [Na+], [OH-], O. Reactants: Fc1ccc(CBr)c(Cl)c1, CCCCCBr, O=C1Nc2ccccc2C12COc1cc3c(cc12)OCCO3, O=C1Nc2ccccc2C12COc1cc3c(cc12)OCCO3. The product is O=C1N(Cc2ccc(F)cc2Cl)c2ccccc2C12COc1cc3c(cc12)OCCO3. Reaction SMILES: [Br:45][CH2:46][c:47]1[c:48]([Cl:54])[cH:49][c:50]([F:53])[cH:51][cH:52]1.[Br:55][CH2:56][CH2:57][CH2:58][CH2:59][CH3:60].[NH:1]1[C:2](=[O:22])[C:3]2([CH2:4][O:5][c:6]3[cH:7][c:8]4[c:9]([cH:14][c:15]32)[O:10][CH2:11][CH2:12][O:13]4)[c:16]2[cH:17][cH:18][cH:19][cH:20][c:21]21.[NH:23]1[c:24]2[c:25]([cH:26][cH:27][cH:28][cH:29]2)[C:30]2([c:31]3[c:32]([cH:33][c:34]4[c:39]([cH:40]3)[O:38][CH2:37][CH2:36][O:35]4)[O:41][CH2:42]2)[C:43]1=[O:44]>>[N:1]1([CH2:46][c:47]2[c:48]([Cl:54])[cH:49][c:50]([F:53])[cH:51][cH:52]2)[C:2](=[O:22])[C:3]2([CH2:4][O:5][c:6]3[cH:7][c:8]4[c:9]([cH:14][c:15]32)[O:10][CH2:11][CH2:12][O:13]4)[c:16]2[cH:17][cH:18][cH:19][cH:20][c:21]21.